From a dataset of the Open Reaction Database (ORD), a public repository of structured organic reaction records. describe an organic reaction: reactants, conditions, products, and yield The reactants are CC(C)(C)OC(=O)N1CCN(c2ccc(N)cc2)CC1, CCOC(C)=O, CCOC(=O)c1cc2cnc(Cl)nc2nc1N, CCCCCC, C1COCCO1. The product is CCOC(=O)c1cc2cnc(Nc3ccc(N4CCN(C(=O)OC(C)(C)C)CC4)cc3)nc2nc1N. RXN SMILES: [C:1]([CH3:2])([CH3:3])([CH3:4])[O:5][C:6](=[O:7])[N:8]1[CH2:9][CH2:10][N:11]([c:14]2[cH:15][cH:16][c:17]([NH2:20])[cH:18][cH:19]2)[CH2:12][CH2:13]1.[C:38]([O:39][CH2:40][CH3:41])(=[O:42])[CH3:43].[CH2:21]([CH3:22])[O:23][C:24](=[O:25])[c:26]1[cH:27][c:28]2[c:29]([n:30][c:31]([Cl:34])[n:32][cH:33]2)[n:35][c:36]1[NH2:37].[CH3:44][CH2:45][CH2:46][CH2:47][CH2:48][CH3:49].[O:50]1[CH2:51][CH2:52][O:53][CH2:54][CH2:55]1>>[C:1]([CH3:2])([CH3:3])([CH3:4])[O:5][C:6](=[O:7])[N:8]1[CH2:9][CH2:10][N:11]([c:14]2[cH:15][cH:16][c:17]([NH:20][c:31]3[n:30][c:29]4[c:28]([cH:27][c:26]([C:24]([O:23][CH2:21][CH3:22])=[O:25])[c:36]([NH2:37])[n:35]4)[cH:33][n:32]3)[cH:18][cH:19]2)[CH2:12][CH2:13]1. Starting materials: C(C)OC(C(C(=O)OCC)NC(=O)OCC1=CC=CC=C1)=O (N-Benzyloxycarbonyl-aminomalonic Acid Diethyl Ester), [OH-].[Na+] (NaOH). The solvent is C(C)O (ethanol). Reaction conditions: time 19 hour. Yields the product C(C1=CC=CC=C1)OC(=O)NC(C(=O)O)C(=O)O (N-Benzyloxycarbonyl-aminomalonic Acid). The yield is 96.4%. As a reaction SMILES: C([O:3][C:4](=[O:22])[CH:5]([NH:11][C:12]([O:14][CH2:15][C:16]1[CH:21]=[CH:20][CH:19]=[CH:18][CH:17]=1)=[O:13])[C:6]([O:8]CC)=[O:7])C.[OH-].[Na+]>C(O)C>[CH2:15]([O:14][C:12]([NH:11][CH:5]([C:6]([OH:8])=[O:7])[C:4]([OH:22])=[O:3])=[O:13])[C:16]1[CH:17]=[CH:18][CH:19]=[CH:20][CH:21]=1 |f:1.2|. Procedure: Compound 2 (3.49 mmol, 1.08 g) was dissolved in 3 mL 95% ethanol and treated with 3.49 mL 2N NaOH. The clear, colorless solution was left at room temperature for 19 hours until no starting material could be detected by tlc on silica gel (benzene:ethyl acetate, 4:1). Ethanol was evaporated under reduced pressure at room temperature. The aqueous solution was washed once with ether and then acidified with concentrated HCl to pH 2.5. The milky solution was extracted with ethyl acetate (3x). The pool... The reactants are OC=1C=C(C(=O)O)C=CC1C (3-hydroxy-4-methylbenzoic acid), C(C1=CC=CC=C1)Cl (benzyl chloride), OC1=CC=C(C(=O)OC2=C(C=CC3=C(C4=CC=CC=C4C=C23)OC(C2=CC=C(C=C2)O)=O)OC(C2=CC=C(C=C2)O)=O)C=C1 (1,2,10-tris(4-hydroxybenzoyloxy)anthracene). Yields the product C(C1=CC=CC=C1)OC=1C=C(C(=O)O)C=CC1C (3-benzyloxy-4-methylbenzoic acid). Isolated yield 47.6%. Reaction SMILES: [OH:1][C:2]1[CH:3]=[C:4]([CH:8]=[CH:9][C:10]=1[CH3:11])[C:5]([OH:7])=[O:6].[CH2:12](Cl)[C:13]1[CH:18]=[CH:17][CH:16]=[CH:15][CH:14]=1.OC1C=CC(C(OC2C3C(=C(OC(=O)C4C=CC(O)=CC=4)C4C(C=3)=CC=CC=4)C=CC=2OC(=O)C2C=CC(O)=CC=2)=O)=CC=1>>[CH2:12]([O:1][C:2]1[CH:3]=[C:4]([CH:8]=[CH:9][C:10]=1[CH3:11])[C:5]([OH:7])=[O:6])[C:13]1[CH:18]=[CH:17][CH:16]=[CH:15][CH:14]=1. Reported procedure: Using 3-hydroxy-4-methylbenzoic acid (20.3 g, 0.13 mole)and benzyl chloride (50.8 g, 0.40 mole), the reaction was carried out in the same manner as described in Example 1, (1). The resulting crude solid was recrystallized from ethanol to give 15.0 g of 3-benzyloxy-4-methylbenzoic acid as white crystals having a m.p. of 159°-161° C. Reactants: Cl, O=N[O-], Nc1ccc(S(=O)(=O)[O-])c2ccccc12, [Na+], [Na+], O, O=S(=O)(O)O, Cl[Sn]Cl. The product is NNc1ccc(S(=O)(=O)O)c2ccccc12. RXN SMILES: [ClH:30].[N:17]([O-:18])=[O:19].[NH2:1][c:2]1[cH:3][cH:4][c:5]([S:12](=[O:13])(=[O:14])[O-:15])[c:6]2[cH:7][cH:8][cH:9][cH:10][c:11]12.[Na+:16].[Na+:20].[OH2:29].[S:21](=[O:22])(=[O:23])([OH:24])[OH:25].[Sn:26]([Cl:27])[Cl:28]>>[NH:1]([c:2]1[cH:3][cH:4][c:5]([S:12](=[O:13])(=[O:14])[OH:15])[c:6]2[cH:7][cH:8][cH:9][cH:10][c:11]12)[NH2:17]. The reactants are CCOC(=O)c1c([N+](=O)[O-])ccc(C)c1[N+](=O)[O-], COC(OC)N(C)C, CN(C)C=O, O. Yields the product CCOC(=O)c1c([N+](=O)[O-])ccc(C=CN(C)C)c1[N+](=O)[O-]. Reaction SMILES: [CH2:1]([CH3:2])[O:3][C:4]([c:5]1[c:6]([N+:15](=[O:16])[O-:17])[c:7]([CH3:14])[cH:8][cH:9][c:10]1[N+:11](=[O:12])[O-:13])=[O:18].[CH3:19][O:20][CH:21]([O:22][CH3:23])[N:24]([CH3:25])[CH3:26].[O:28]=[CH:29][N:30]([CH3:31])[CH3:32].[OH2:27]>>[CH2:1]([CH3:2])[O:3][C:4]([c:5]1[c:6]([N+:15](=[O:16])[O-:17])[c:7]([CH:14]=[CH:21][N:24]([CH3:25])[CH3:26])[cH:8][cH:9][c:10]1[N+:11](=[O:12])[O-:13])=[O:18]. The reactants are N, O=C(Cl)Cc1ccccc1, c1ccccc1. Product: NC(=O)Cc1ccccc1. As a reaction SMILES: [NH3:11].[c:1]1([CH2:7][C:8](=[O:9])[Cl:10])[cH:2][cH:3][cH:4][cH:5][cH:6]1.[cH:12]1[cH:13][cH:14][cH:15][cH:16][cH:17]1>>[c:1]1([CH2:7][C:8](=[O:9])[NH2:11])[cH:2][cH:3][cH:4][cH:5][cH:6]1.